From a dataset of the Open Reaction Database (ORD), a public repository of structured organic reaction records. describe an organic reaction: reactants, conditions, products, and yield Reactants: O=C1NC(=O)c2ccccc21, O=C1OC(CCl)CN1c1ccc(N2CCOCC2)c(F)c1, [K], CN(C)C=O, O. Yields the product O=C1c2ccccc2C(=O)N1CC1CN(c2ccc(N3CCOCC3)c(F)c2)C(=O)O1. Reaction SMILES: [C:22]1(=[O:32])[c:23]2[c:24]([cH:28][cH:29][cH:30][cH:31]2)[C:25](=[O:27])[NH:26]1.[Cl:1][CH2:2][CH:3]1[CH2:4][N:5]([c:9]2[cH:10][c:11]([F:21])[c:12]([N:15]3[CH2:16][CH2:17][O:18][CH2:19][CH2:20]3)[cH:13][cH:14]2)[C:6](=[O:8])[O:7]1.[K:33].[O:34]=[CH:35][N:36]([CH3:37])[CH3:38].[OH2:39]>>[CH2:2]([CH:3]1[CH2:4][N:5]([c:9]2[cH:10][c:11]([F:21])[c:12]([N:15]3[CH2:16][CH2:17][O:18][CH2:19][CH2:20]3)[cH:13][cH:14]2)[C:6](=[O:8])[O:7]1)[N:26]1[C:22](=[O:32])[c:23]2[c:24]([cH:28][cH:29][cH:30][cH:31]2)[C:25]1=[O:27]. Starting materials: [N+](=O)([O-])C1=C(C=2C(C3=CC=CC=C3C(C2C=C1)=O)=O)[N+](=O)[O-] (dinitroanthraquinone), [N+](=O)([O-])C1=CC=CC=2C(C3=CC=CC(=C3C(C12)=O)[N+](=O)[O-])=O (1,8-dinitroanthraquinone). Solvent: [N+](=O)(O)[O-] (Nitric acid), [N+](=O)(O)[O-] (nitric acid). Product: [N+](=O)([O-])C1=CC=CC=2C(C3=C(C=CC=C3C(C12)=O)[N+](=O)[O-])=O (1,5-dinitroanthraquinone). As a reaction SMILES: [N+]([C:4]1[CH:17]=[CH:16][C:15]2[C:14](=[O:18])[C:13]3[C:8](=[CH:9][CH:10]=[CH:11][CH:12]=3)[C:7](=[O:19])[C:6]=2[C:5]=1[N+:20]([O-:22])=[O:21])([O-])=O.[N+:23](C1C2C(=O)C3C(=CC=CC=3[N+]([O-])=O)C(=O)C=2C=CC=1)([O-:25])=[O:24]>[N+]([O-])(O)=O>[N+:20]([C:5]1[C:6]2[C:7](=[O:19])[C:8]3[C:13](=[C:12]([N+:23]([O-:25])=[O:24])[CH:11]=[CH:10][CH:9]=3)[C:14](=[O:18])[C:15]=2[CH:16]=[CH:17][CH:4]=1)([O-:22])=[O:21]. Procedure details: y<50: Nitric acid ratio in the mixed acid is too low, where leaching of dinitroanthraquinone isomers soluble in nitric acid, including 1,8-dinitroanthraquinone, is not sufficient thus failing to obtain 1,5-dinitroanthraquinone of a high purity.